From a dataset of the Open Reaction Database (ORD), a public repository of structured organic reaction records. describe an organic reaction: reactants, conditions, products, and yield Reactants: [Br-], C#C[Mg+], C1CCOC1, CON(C)C(=O)COc1ccc(F)cc1, O. The product is C#CC(=O)COc1ccc(F)cc1. As a reaction SMILES: [Br-:1].[C:2](#[CH:3])[Mg+:4].[CH2:21]1[O:22][CH2:23][CH2:24][CH2:25]1.[CH3:6][O:7][N:8]([C:9]([CH2:10][O:11][c:12]1[cH:13][cH:14][c:15]([F:18])[cH:16][cH:17]1)=[O:19])[CH3:20].[OH2:5]>>[C:2](#[CH:3])[C:9]([CH2:10][O:11][c:12]1[cH:13][cH:14][c:15]([F:18])[cH:16][cH:17]1)=[O:19]. The reactants are O1CCOC12CCCC(C2)=O (1,4-dioxaspiro[4.5]decan-9-one), C(C1=CC=CC=C1)S (benzylmercaptan), [N+](=O)([O-])C (nitromethane), C(CN)N (ethylenediamine). The solvent is C(C)#N (acetonitrile). Product: C(C1=CC=CC=C1)SC1(CCC2(OCCO2)CC1)C[N+](=O)[O-] (8-(benzylthio)-8-(nitromethyl)-1,4-dioxaspiro[4.5]decane). The yield is 72.0%. Reaction SMILES: [O:1]1[C:5]2([CH2:10][C:9](=O)[CH2:8][CH2:7][CH2:6]2)[O:4][CH2:3][CH2:2]1.[CH2:12]([SH:19])[C:13]1[CH:18]=[CH:17][CH:16]=[CH:15][CH:14]=1.[N+:20]([CH3:23])([O-:22])=[O:21].C(N)CN>C(#N)C>[CH2:12]([S:19][C:8]1([CH2:23][N+:20]([O-:22])=[O:21])[CH2:9][CH2:10][C:5]2([O:4][CH2:3][CH2:2][O:1]2)[CH2:6][CH2:7]1)[C:13]1[CH:18]=[CH:17][CH:16]=[CH:15][CH:14]=1. Reported procedure: A mixture of 1,4-dioxaspiro[4.5]decan-9-one (6.00 g), benzylmercaptan (5.00 mL), nitromethane (20 mL), ethylenediamine (2.83 mL) and acetonitrile (25 mL) was heated under reflux for 3 hr. The reaction mixture was concentrated, and the obtained residue was subjected to silica gel column chromatography to give the title compound (8.96 g, yield 72%) as colorless crystals from a fraction eluted with ethyl acetate-hexane (2:3, volume ratio). melting point 121-122° C.